Dataset: the Open Reaction Database (ORD), a public repository of structured organic reaction records. Task: describe an organic reaction: reactants, conditions, products, and yield The reactants are N12CCN(C(CC1)CC2)C=2C=C1C(N(C(=NC1=CC2)C2=CC(=CC=C2)Cl)C)=O (6-(1,4-Diazabicyclo[3.2.2]nonan-4-yl)-2-(3-chlorophenyl)-3-methylquinazolin-4(3H)-one), [Cl-].[Na+] (sodium chloride), ClC1=CC(=CC=C1)C(=O)OO (3-chloroperbenzoic acid), C([O-])([O-])=O.[Na+].[Na+] (Sodium carbonate). The solvent is ClCCl (dichloromethane). Conditions: time 3 hour. Yields the product ClC=1C=C(C=CC1)C1=NC2=CC=C(C=C2C(N1C)=O)N1CC[N+]2(CCC1CC2)[O-] (4-(2-(3-chlorophenyl)-3-methyl-4-oxo-3,4-dihydroquinazolin-6-yl)-1,4-diazabicyclo[3.2.2]nonane 1-oxide). Yield: 26.9%. Reaction SMILES: [N:1]12[CH2:9][CH2:8][CH:5]([CH2:6][CH2:7]1)[N:4]([C:10]1[CH:11]=[C:12]3[C:17](=[CH:18][CH:19]=1)[N:16]=[C:15]([C:20]1[CH:25]=[CH:24][CH:23]=[C:22]([Cl:26])[CH:21]=1)[N:14]([CH3:27])[C:13]3=[O:28])[CH2:3][CH2:2]2.ClC1C=CC=C(C(OO)=[O:37])C=1.C(=O)([O-])[O-].[Na+].[Na+].[Cl-].[Na+]>ClCCl>[Cl:26][C:22]1[CH:21]=[C:20]([C:15]2[N:14]([CH3:27])[C:13](=[O:28])[C:12]3[C:17](=[CH:18][CH:19]=[C:10]([N:4]4[CH:5]5[CH2:6][CH2:7][N+:1]([O-:37])([CH2:9][CH2:8]5)[CH2:2][CH2:3]4)[CH:11]=3)[N:16]=2)[CH:25]=[CH:24][CH:23]=1 |f:2.3.4,5.6|. Procedure details: To a solution of 6-(1,4-Diazabicyclo[3.2.2]nonan-4-yl)-2-(3-chlorophenyl)-3-methylquinazolin-4(3H)-one (400 mg, 1.013 mmol) (Example 2AL) in dichloromethane (12 mL) was added 3-chloroperbenzoic acid (250 mg, 1.013 mmol) and the reaction stirred at ambient temperature for 3 h. Sodium carbonate solution was added to neutralise the acid and the aqueous saturated with sodium chloride. The organic layer was separated off and chromatographed on 10 g silica, eluting with dichloromethane with 10% ammoni... The reactants are Br (HBr), CN1CCC(CC1)=O (1-methylpiperidin-4-one), COC1=CC(=CC(=C1)OC)OC (1,3,5-trimethoxybenzene), BrBr (bromine), Br (hydrobromide). Run in C(C)(C)(C)OC (methyl tert-butyl ether), C(C)(=O)O (acetic acid), C(C)(=O)O (acetic acid). Conditions: temperature 25 celsius, time 15 minute. The product is Br.BrC1CN(CC=C1C1=C(C=C(C=C1OC)OC)OC)C (3(R,S)-bromo-1-methyl-4-(2,4,6-trimethoxyphenyl)-1,2,3,6-tetrahydropyridine hydrobromide). RXN SMILES: [BrH:1].[CH3:2][N:3]1[CH2:8][CH2:7][C:6](=O)[CH2:5][CH2:4]1.BrBr.[CH3:12][O:13][C:14]1[CH:19]=[C:18]([O:20][CH3:21])[CH:17]=[C:16]([O:22][CH3:23])[CH:15]=1>C(O)(=O)C.C(OC)(C)(C)C>[BrH:1].[Br:1][CH:5]1[C:6]([C:15]2[C:16]([O:22][CH3:23])=[CH:17][C:18]([O:20][CH3:21])=[CH:19][C:14]=2[O:13][CH3:12])=[CH:7][CH2:8][N:3]([CH3:2])[CH2:4]1 |f:6.7|. Procedure details: 75.7 ml (0.44 mol) of 33% strength HBr in glacial acetic acid were added to 200 ml of glacial acetic acid, and 50 g (0.44 mol) of 1-methylpiperidin-4-one (III) were then rapidly added dropwise at 20-25° C. with ice-cooling. 70.4 g (0.44 mol) of bromine were added dropwise at 20-25° C. in the course of 30 min to the suspension of the hydrobromide obtained in this way, a clear, yellowish solution being obtained. This was stirred at 25° C. for a further 15 min and 67.2 g (0.40 mol) of 1,3,5-trimeth... The reactants are CCC1CC(NS(=O)(=O)C2CC2)CC1c1nnc2cnc3[nH]ccc3n12, [K+], CN(C)C=O, [OH-], Cc1ccc(S(=O)(=O)C#N)cc1. The product is CCC1CC(N(C#N)S(=O)(=O)C2CC2)CC1c1nnc2cnc3[nH]ccc3n12. Reaction SMILES: [CH2:1]([CH3:2])[CH:3]1[CH2:4][CH:5]([NH:20][S:21](=[O:22])(=[O:23])[CH:24]2[CH2:25][CH2:26]2)[CH2:6][CH:7]1[c:8]1[n:9][n:10][c:11]2[n:12]1[c:13]1[c:14]([n:15][cH:16]2)[nH:17][cH:18][cH:19]1.[K+:28].[O:41]=[CH:42][N:43]([CH3:44])[CH3:45].[OH-:27].[S:29]([c:30]1[cH:31][cH:32][c:33]([CH3:34])[cH:35][cH:36]1)(=[O:37])(=[O:38])[C:39]#[N:40]>>[CH2:1]([CH3:2])[CH:3]1[CH2:4][CH:5]([N:20]([S:21](=[O:22])(=[O:23])[CH:24]2[CH2:25][CH2:26]2)[C:39]#[N:40])[CH2:6][CH:7]1[c:8]1[n:9][n:10][c:11]2[n:12]1[c:13]1[c:14]([n:15][cH:16]2)[nH:17][cH:18][cH:19]1. The reactants are BrC1=C2N=CC=NC2=CC=C1NC=1NCCN1 (5-bromo-6-(2-imidazolin-2-ylamino) quinoxaline), C[Sn](C)(C)C (tetramethyl tin). Reagents/catalysts: Cl[Pd]([P](C1=CC=CC=C1)(C2=CC=CC=C2)C3=CC=CC=C3)([P](C4=CC=CC=C4)(C5=CC=CC=C5)C6=CC=CC=C6)Cl ((Ph3P)2PdCl2). The solvent is CN(C=O)C (dimethylformamide). Conditions: temperature 145 celsius. The product is CC1=C2N=CC=NC2=CC=C1NC=1NCCN1 (5-Methyl-6-(2-imidazolin-2-ylamino)quinoxaline). Yield: 56.8%. Reaction SMILES: Br[C:2]1[C:11]([NH:12][C:13]2[NH:14][CH2:15][CH2:16][N:17]=2)=[CH:10][CH:9]=[C:8]2[C:3]=1[N:4]=[CH:5][CH:6]=[N:7]2.[CH3:18][Sn](C)(C)C>Cl[Pd](Cl)([P](C1C=CC=CC=1)(C1C=CC=CC=1)C1C=CC=CC=1)[P](C1C=CC=CC=1)(C1C=CC=CC=1)C1C=CC=CC=1.CN(C)C=O>[CH3:18][C:2]1[C:11]([NH:12][C:13]2[NH:14][CH2:15][CH2:16][N:17]=2)=[CH:10][CH:9]=[C:8]2[C:3]=1[N:4]=[CH:5][CH:6]=[N:7]2 |^1:25,44|. Procedure details: A sealable reaction tube was charged with 5-bromo-6-(2-imidazolin-2-ylamino) quinoxaline (104 mg., 0.36 mmol) (prepared as noted above), tetramethyl tin (214 mg., 1.2 mmol) and (Ph3P)2PdCl2 (10 mg) and dry dimethylformamide (2 ml) in a reaction tube. The reaction mixture was purged with dry nitrogen gas. The tube was sealed and heated to 145° C. for 6 hours. The reaction mixture was cooled to room temperature and the solvent removed in vacuo. The dark brown residue was chromatographed (SiO2; 5/1... Reactants: S(=O)(Cl)Cl (thionyl chloride), ClC1=CC(=C(C(=O)N)C=C1)C1=CC=C(C=C1)C (4-chloro-2-(4-methylphenyl)benzamide). Product: ClC1=CC(=C(C#N)C=C1)C1=CC=C(C=C1)C (4-Chloro-2-(4-methylphenyl)benzonitrile). RXN SMILES: S(Cl)(Cl)=O.[Cl:5][C:6]1[CH:14]=[CH:13][C:9]([C:10]([NH2:12])=O)=[C:8]([C:15]2[CH:20]=[CH:19][C:18]([CH3:21])=[CH:17][CH:16]=2)[CH:7]=1>>[Cl:5][C:6]1[CH:14]=[CH:13][C:9]([C:10]#[N:12])=[C:8]([C:15]2[CH:20]=[CH:19][C:18]([CH3:21])=[CH:17][CH:16]=2)[CH:7]=1. Procedure details: 26 ml of thionyl chloride was dropwise added to 8.9 g of 4-chloro-2-(4-methylphenyl)benzamide, and the mixture was heated under reflux for 2.5 hr. Excess thionyl chloride was distilled off as much as possible by making use of toluene. The residue was recrystallized from a mixed solvent of tetrahydrofuran-isopropyl ether-n-hexane to prepare 7.2 g of a product. The reactants are B, CCN(CC)c1ccccc1, CO, CC(C)c1cc2c(c(C3CCCC3)c1Cc1ccc(C(F)(F)F)cc1)C(=O)CC(C)(C)O2, NC1c2ccccc2CC1O, C1CCOC1. Product: CC(C)c1cc2c(c(C3CCCC3)c1Cc1ccc(C(F)(F)F)cc1)C(O)CC(C)(C)O2. As a reaction SMILES: [BH3:12].[CH2:1]([N:2]([CH2:3][CH3:4])[c:5]1[cH:6][cH:7][cH:8][cH:9][cH:10]1)[CH3:11].[CH3:56][OH:57].[CH:24]1([c:29]2[c:30]3[c:35]([cH:36][c:37]([CH:50]([CH3:51])[CH3:52])[c:38]2[CH2:39][c:40]2[cH:41][cH:42][c:43]([C:46]([F:47])([F:48])[F:49])[cH:44][cH:45]2)[O:34][C:33]([CH3:53])([CH3:54])[CH2:32][C:31]3=[O:55])[CH2:25][CH2:26][CH2:27][CH2:28]1.[NH2:13][CH:14]1[c:15]2[c:16]([cH:17][cH:18][cH:19][cH:20]2)[CH2:21][CH:22]1[OH:23].[O:58]1[CH2:59][CH2:60][CH2:61][CH2:62]1>>[CH:24]1([c:29]2[c:30]3[c:35]([cH:36][c:37]([CH:50]([CH3:51])[CH3:52])[c:38]2[CH2:39][c:40]2[cH:41][cH:42][c:43]([C:46]([F:47])([F:48])[F:49])[cH:44][cH:45]2)[O:34][C:33]([CH3:53])([CH3:54])[CH2:32][CH:31]3[OH:55])[CH2:25][CH2:26][CH2:27][CH2:28]1. Reactants: CO, O=C(C=Cc1ccc(C(F)(F)F)cc1)N1CCSCC1, [O-][I+3]([O-])([O-])[O-], [Na+], O. Yields the product O=C(C=Cc1ccc(C(F)(F)F)cc1)N1CCS(=O)CC1. Reaction SMILES: [CH3:28][OH:29].[F:8][C:9]([c:10]1[cH:11][cH:12][c:13]([CH:14]=[CH:15][C:16](=[O:17])[N:18]2[CH2:19][CH2:20][S:21][CH2:22][CH2:23]2)[cH:24][cH:25]1)([F:26])[F:27].[I+3:1]([O-:2])([O-:3])([O-:4])[O-:5].[Na+:6].[OH2:7]>>[O:7]=[S:21]1[CH2:20][CH2:19][N:18]([C:16]([CH:15]=[CH:14][c:13]2[cH:12][cH:11][c:10]([C:9]([F:8])([F:26])[F:27])[cH:25][cH:24]2)=[O:17])[CH2:23][CH2:22]1.